Dataset: the Open Reaction Database (ORD), a public repository of structured organic reaction records. Task: describe an organic reaction: reactants, conditions, products, and yield Starting materials: CN1CCOCC1 (N-methylmorpholine), C=1C=CC2=C(C1)N=NN2O (HOBt), C(#N)C1=CC=C(C=C1)NC(NCC=1C=C(C(=O)O)C=CC1)=O (3-[3-(4-Cyano-phenyl)-ureidomethyl]-benzoic acid), C(CCl)Cl (EDC), CN(CCCCN)C (N1,N1-dimethyl-butane-1,4-diamine). Solvent: CN(C)C=O (DMF). Run at time 30 minute. Yields the product C(=O)[O-] (formate), C(#N)C1=CC=C(C=C1)NC(NCC=1C=C(C(=O)NCCCCN(C)C)C=CC1)=O (3-[3-(4-cyano-phenyl)-ureidomethyl]-N-(4-dimethylamino-butyl)-benzamide). Yield: 1599.4%. As a reaction SMILES: [C:1]([C:3]1[CH:8]=[CH:7][C:6]([NH:9][C:10](=[O:22])[NH:11][CH2:12][C:13]2[CH:14]=[C:15]([CH:19]=[CH:20][CH:21]=2)[C:16]([OH:18])=[O:17])=[CH:5][CH:4]=1)#[N:2].C(Cl)CCl.C1C=CC2N(O)N=NC=2C=1.CN1CCOCC1.[CH3:44][N:45]([CH3:51])[CH2:46][CH2:47][CH2:48][CH2:49][NH2:50]>CN(C=O)C>[CH:16]([O-:18])=[O:17].[C:1]([C:3]1[CH:4]=[CH:5][C:6]([NH:9][C:10](=[O:22])[NH:11][CH2:12][C:13]2[CH:14]=[C:15]([CH:19]=[CH:20][CH:21]=2)[C:16]([NH:50][CH2:49][CH2:48][CH2:47][CH2:46][N:45]([CH3:51])[CH3:44])=[O:18])=[CH:7][CH:8]=1)#[N:2]. Procedure: 3-[3-(4-Cyano-phenyl)-ureidomethyl]-benzoic acid (30 mg, 0.1 mmol), prepared as described in Example 1, EDC (28.8 mg, 0.15 mmol), and HOBt (17.6 mg, 0.13 mmol) were combined in a reaction vial and DMF (1 mL) then N-methylmorpholine (0.017 mL, 0.15 mmol) were added. The reaction mixture was agitated for 30 minutes, then N1,N1-dimethyl-butane-1,4-diamine (14 mg, 0.12 mmol) was added. Shaking was continued overnight. The reaction mixture was purified by preparative HPLC using an acetonitrile/water/... Starting materials: B, CO, COC(=O)CCCCCCCC(=O)N(C)c1ccccc1, [Na+], [Na+], O=C([O-])[O-], C1CCOC1, C1CCOC1, O=S(=O)(O)O. Product: COC(=O)CCCCCCCCN(C)c1ccccc1. RXN SMILES: [BH3:6].[CH3:44][OH:45].[CH3:7][O:8][C:9]([CH2:10][CH2:11][CH2:12][CH2:13][CH2:14][CH2:15][CH2:16][C:17]([N:18]([c:19]1[cH:20][cH:21][cH:22][cH:23][cH:24]1)[CH3:25])=[O:26])=[O:27].[Na+:33].[Na+:34].[O-:35][C:36](=[O:37])[O-:38].[O:1]1[CH2:2][CH2:3][CH2:4][CH2:5]1.[O:39]1[CH2:40][CH2:41][CH2:42][CH2:43]1.[S:28](=[O:29])(=[O:30])([OH:31])[OH:32]>>[CH3:7][O:8][C:9]([CH2:10][CH2:11][CH2:12][CH2:13][CH2:14][CH2:15][CH2:16][CH2:17][N:18]([c:19]1[cH:20][cH:21][cH:22][cH:23][cH:24]1)[CH3:25])=[O:27]. Reactants: COC(CCC\C=C/CN1C(CC[C@@H]1COC(NCCCCC)=O)=O)=O ((Z)-7-((R)-2-Oxo-5-pentylcarbamoyloxymethyl-pyrrolidin-1-yl)-hept-5-enoic acid methyl ester). The reagents and catalysts are [Pd] (Palladium on carbon). Solvent: CO (MeOH). Conditions: time 5 hour. Product: COC(CCCCCC)=O (heptanoic acid methyl ester). The yield is 256.0%. RXN SMILES: [CH3:1][O:2][C:3](=[O:26])[CH2:4][CH2:5][CH2:6]/[CH:7]=[CH:8]\[CH2:9]N1[C@@H](COC(=O)NCCCCC)CCC1=O>[Pd].CO>[CH3:1][O:2][C:3](=[O:26])[CH2:4][CH2:5][CH2:6][CH2:7][CH2:8][CH3:9]. Reported procedure: Palladium on carbon (10 mol %, 5 mg) was added to a solution of alkene 27 (24 mg, 0.065 mmol) in MeOH (2.0 mL). The flask was evacuated and refilled with hydrogen (3×), and the reaction mixture was stirred vigorously under a balloon of hydrogen for 5 h. The mixture was then filtered through celite, washing with MeOH (5 mL) and the filtrate was concentrated in vacuo to afford 24 mg (99%) of the title compound (29). Reactants: C(C=C)C1(CCN(C(O1)=O)[C@@H](C)C(C)(C)O[Si](C)(C)C(C)(C)C)C1=CC=CC=C1 (6-allyl-3-((S)-3-(tert-butyldimethylsilyloxy)-3-methylbutan-2-yl)-6-phenyl-1,3-oxazinan-2-one), 1. The solvent is C(=O)(C(F)(F)F)O.C(Cl)Cl (TFA DCM). Reaction conditions: temperature 0 celsius, time 30 minute. The product is C(C=C)C1(CCN(C(O1)=O)[C@@H](C)C(C)(C)O)C1=CC=CC=C1 (6-allyl-3-((S)-3-hydroxy-3-methylbutan-2-yl)-6-phenyl-1,3-oxazinan-2-one), 1. The yield is 86.0%. Reaction SMILES: [CH2:1]([C:4]1([C:24]2[CH:29]=[CH:28][CH:27]=[CH:26][CH:25]=2)[O:9][C:8](=[O:10])[N:7]([C@H:11]([C:13]([O:16][Si](C(C)(C)C)(C)C)([CH3:15])[CH3:14])[CH3:12])[CH2:6][CH2:5]1)[CH:2]=[CH2:3]>C(O)(C(F)(F)F)=O.C(Cl)Cl>[CH2:1]([C:4]1([C:24]2[CH:25]=[CH:26][CH:27]=[CH:28][CH:29]=2)[O:9][C:8](=[O:10])[N:7]([C@H:11]([C:13]([OH:16])([CH3:14])[CH3:15])[CH3:12])[CH2:6][CH2:5]1)[CH:2]=[CH2:3] |f:1.2|. Reported procedure: A mixture of 6-allyl-3-((S)-3-(tert-butyldimethylsilyloxy)-3-methylbutan-2-yl)-6-phenyl-1,3-oxazinan-2-one isomer 1 (80 mg, 0.19 mmol) in 20% TFA/DCM (2 mL) was stirred for 30 min at 0° C. The mixture was concentrated to give crude 6-allyl-3-((S)-3-hydroxy-3-methylbutan-2-yl)-6-phenyl-1,3-oxazinan-2-one isomer 1 (50 mg, 86%). LC-MS Method 2 tR=1.85 min, m/z=326, 304; 1H NMR (CDCl3) 1.07 (m, 6H), 1.18 (s, 3H), 2.15 (m, 1H), 2.25 (m, 1H), 2.58 (m, 2H), 2.90 (m, 1H), 3.08 (m, 1H), 3.20 (m, 1H), 5.0... The reactants are CC(=O)OCCC(O)CN1C(=O)c2ccccc2C1=O, C[N+]1([O-])CCOCC1, CCC[N+](CCC)(CCC)CCC, ClCCl, O=[Ru](=O)(=O)[O-]. Yields the product CC(=O)OCCC(=O)CN1C(=O)c2ccccc2C1=O. As a reaction SMILES: [C:1]([CH3:2])(=[O:3])[O:4][CH2:5][CH2:6][CH:7]([CH2:8][N:9]1[C:10](=[O:19])[c:11]2[c:12]([cH:15][cH:16][cH:17][cH:18]2)[C:13]1=[O:14])[OH:20].[CH3:21][N+:22]1([O-:23])[CH2:24][CH2:25][O:26][CH2:27][CH2:28]1.[CH3:37][CH2:38][CH2:39][N+:40]([CH2:41][CH2:42][CH3:43])([CH2:44][CH2:45][CH3:46])[CH2:47][CH2:48][CH3:49].[Cl:29][CH2:30][Cl:31].[O-:32][Ru:33](=[O:34])(=[O:35])=[O:36]>>[C:1]([CH3:2])(=[O:3])[O:4][CH2:5][CH2:6][C:7]([CH2:8][N:9]1[C:10](=[O:19])[c:11]2[c:12]([cH:15][cH:16][cH:17][cH:18]2)[C:13]1=[O:14])=[O:20]. The reactants are O (water), [OH-].[Na+] (sodium hydroxide), O (water), ClC1=CC=C(OCC(=O)NC)C=C1 (2-(4Chlorophenoxy)-N-methylacetamide), [H-].[Al+3].[Li+].[H-].[H-].[H-] (lithium aluminium hydride). The solvent is O1CCCC1 (tetrahydrofuran). Reaction conditions: time 3 hour. Product: ClC1=CC=C(OCCNC)C=C1 ([2-(4-Chlorophenoxy)ethyl]methylamine). Yield: 41.0%. RXN SMILES: [Cl:1][C:2]1[CH:13]=[CH:12][C:5]([O:6][CH2:7][C:8]([NH:10][CH3:11])=O)=[CH:4][CH:3]=1.[H-].[Al+3].[Li+].[H-].[H-].[H-].O.[OH-].[Na+]>O1CCCC1>[Cl:1][C:2]1[CH:13]=[CH:12][C:5]([O:6][CH2:7][CH2:8][NH:10][CH3:11])=[CH:4][CH:3]=1 |f:1.2.3.4.5.6,8.9|. Reported procedure: To a stirred solution of Intermediate 19 (0.84 g) in tetrahydrofuran (30 ml) at 0° C. was added lithium aluminium hydride (0.64 g). The reaction was stirred at room temperature for 3 h, followed by reflux for 2 h. On cooling water (0.64 ml), aqueous sodium hydroxide (15%, 0.64 ml) and water (1.9 ml) were added. The precipitates were removed by filtration and the filtrate diluted with ethyl acetate (30 ml) and extracted with aqueous hydrochloric acid (2M, 2×30 ml). The aqueous layer was basified ... Yields the product CC(C)(C)OC(=O)N1CCC(COc2ccc(N3CCCC3)cc2)CC1. As a reaction SMILES: [Br:34][CH:35]([CH2:36][CH2:37][CH3:38])[Br:39].[C:1]([CH3:2])([CH3:3])([CH3:4])[O:5][C:6](=[O:7])[N:8]1[CH2:9][CH2:10][CH:11]([CH2:14][O:15][c:16]2[cH:17][cH:18][c:19]([NH2:22])[cH:20][cH:21]2)[CH2:12][CH2:13]1.[C:28](=[O:29])([O-:30])[O-:31].[CH3:23][N:24]([CH3:25])[CH:26]=[O:27].[K+:32].[K+:33].[OH2:40]>>[C:1]([CH3:2])([CH3:3])([CH3:4])[O:5][C:6](=[O:7])[N:8]1[CH2:9][CH2:10][CH:11]([CH2:14][O:15][c:16]2[cH:17][cH:18][c:19]([N:22]3[CH2:35][CH2:36][CH2:37][CH2:38]3)[cH:20][cH:21]2)[CH2:12][CH2:13]1. The reactants are CCCC(Br)Br, CC(C)(C)OC(=O)N1CCC(COc2ccc(N)cc2)CC1, O=C([O-])[O-], CN(C)C=O, [K+], [K+], O. The reactants are FC1=CC=C(C=C1)N=C(CC)C1=CC=CC=C1 (N-(4-fluorophenyl)-1-phenylpropaneimine), [Cl-].[Al+3].[Cl-].[Cl-] (aluminum chloride), C1(=CC=CC=C1)C#CC(=O)OCC (ethyl phenylpropiolate), C1(=CC=CC=C1)C (toluene), resultant mixture, S(O)(O)(=O)=O (sulfuric acid). Product: FC1=CC=C(C=C1)N1C(=C(C(C=C1C1=CC=CC=C1)=O)C)C1=CC=CC=C1 (1-(4-fluorophenyl)-3-methyl-2,6-diphenyl-4(1H)-pyridinone). As a reaction SMILES: [F:1][C:2]1[CH:7]=[CH:6][C:5]([N:8]=[C:9]([C:12]2[CH:17]=[CH:16][CH:15]=[CH:14][CH:13]=2)[CH2:10]C)=[CH:4][CH:3]=1.[Cl-].[Al+3].[Cl-].[Cl-].[C:22]1([C:28]#[C:29][C:30]([O:32]CC)=O)[CH:27]=[CH:26][CH:25]=[CH:24][CH:23]=1.S(=O)(=O)(O)O.[C:40]1(C)C=CC=CC=1>>[F:1][C:2]1[CH:3]=[CH:4][C:5]([N:8]2[C:9]([C:12]3[CH:13]=[CH:14][CH:15]=[CH:16][CH:17]=3)=[CH:10][C:30](=[O:32])[C:29]([CH3:40])=[C:28]2[C:22]2[CH:23]=[CH:24][CH:25]=[CH:26][CH:27]=2)=[CH:6][CH:7]=1 |f:1.2.3.4|. Procedure: To 300 ml of toluene were added 9.1 g (0.040 mole) of N-(4-fluorophenyl)-1-phenylpropaneimine, 4.7 g (0.035 mole) of aluminum chloride and 5.2 g (0.030 mole) of ethyl phenylpropiolate, followed by refluxing the resultant mixture for 5 hours. Thereafter, the reaction mixture was poured into 500 ml of 2N sulfuric acid which had been ice-cooled, followed by extraction with chloroform. After washing the organic layer with water, the organic layer wad dried over anhydrous sodium sulfate. Subsequent t... Reactants: C(C)(C)(C)OC(NC(C(=O)N1CCN(CC1)C=1C2=C(N=CN1)C=C(S2)I)CC2=CC=C(C=C2)Cl)=O ({1-(4-chlorobenzyl)-2-[4-(6-iodothieno[3,2-d]pyrimidin-4-yl)-piperazin-1-yl]-2-oxo-ethyl}-carbamic acid tert-butyl ester), Cl (HCl). Run in C(Cl)Cl (DCM), O1CCOCC1 (Dioxane). Conditions: time 4 hour. Yields the product NC(C(=O)N1CCN(CC1)C=1C2=C(N=CN1)C=C(S2)I)CC2=CC=C(C=C2)Cl (2-Amino-3-(4-chlorophenyl)-1-[4-(6-iodothieno[3,2-d]pyrimidin-4-yl)-piperazin-1-yl]-propan-1-one). As a reaction SMILES: C(OC(=O)[NH:7][CH:8]([CH2:27][C:28]1[CH:33]=[CH:32][C:31]([Cl:34])=[CH:30][CH:29]=1)[C:9]([N:11]1[CH2:16][CH2:15][N:14]([C:17]2[C:18]3[S:25][C:24]([I:26])=[CH:23][C:19]=3[N:20]=[CH:21][N:22]=2)[CH2:13][CH2:12]1)=[O:10])(C)(C)C.Cl>C(Cl)Cl.O1CCOCC1>[NH2:7][CH:8]([CH2:27][C:28]1[CH:29]=[CH:30][C:31]([Cl:34])=[CH:32][CH:33]=1)[C:9]([N:11]1[CH2:12][CH2:13][N:14]([C:17]2[C:18]3[S:25][C:24]([I:26])=[CH:23][C:19]=3[N:20]=[CH:21][N:22]=2)[CH2:15][CH2:16]1)=[O:10]. Procedure: To a solution of {1-(4-chlorobenzyl)-2-[4-(6-iodothieno[3,2-d]pyrimidin-4-yl)-piperazin-1-yl]-2-oxo-ethyl}-carbamic acid tert-butyl ester in DCM (4 mL) was added HCl in Dioxane (4M, 1 mL). The mixture was stirred at room temperature for 4 hours. The solvent was removed to afford the product 2-Amino-3-(4-chlorophenyl)-1-[4-(6-iodothieno[3,2-d]pyrimidin-4-yl)-piperazin-1-yl]-propan-1-one quantitatively. MS (ESI+) [M+H]+ 528. Starting materials: ClC(Cl)Cl, OCc1ccc(C(F)(F)F)c(I)c1. Product: O=Cc1ccc(C(F)(F)F)c(I)c1. RXN SMILES: [CH:14]([Cl:15])([Cl:16])[Cl:17].[I:1][c:2]1[cH:3][c:4]([CH2:12][OH:13])[cH:5][cH:6][c:7]1[C:8]([F:9])([F:10])[F:11]>>[I:1][c:2]1[cH:3][c:4]([CH:12]=[O:13])[cH:5][cH:6][c:7]1[C:8]([F:9])([F:10])[F:11].